From a dataset of the Open Reaction Database (ORD), a public repository of structured organic reaction records. describe an organic reaction: reactants, conditions, products, and yield Reactants: C(C)(C)(C)OC(NC1=C(C=C(C=C1)C1=C(C=CC(=C1)F)F)N)=O ((3-amino-2′,5′-difluoro-biphenyl-4-yl)-carbamic acid tert.-butyl ester), CC1(OC(C=C(O1)C=1C=C(C#N)C=CC1)=O)C (3-(2,2-dimethyl-6-oxo-6H-[1,3]dioxin-4-yl)-benzonitrile). Yields the product C(C)(C)(C)OC(NC1=C(C=C(C=C1)C1=C(C=CC(=C1)F)F)NC(CC(=O)C1=CC(=CC=C1)C#N)=O)=O ({3-[3-(3-Cyano-phenyl)-3-oxo-propionylamino]-2′,5′-difluoro-biphenyl-4-yl}-carbamic acid tert.-butyl ester). RXN SMILES: [C:1]([O:5][C:6](=[O:23])[NH:7][C:8]1[CH:13]=[CH:12][C:11]([C:14]2[CH:19]=[C:18]([F:20])[CH:17]=[CH:16][C:15]=2[F:21])=[CH:10][C:9]=1[NH2:22])([CH3:4])([CH3:3])[CH3:2].CC1(C)[O:30][C:29]([C:31]2[CH:32]=[C:33]([CH:36]=[CH:37][CH:38]=2)[C:34]#[N:35])=[CH:28][C:27](=O)[O:26]1>>[C:1]([O:5][C:6](=[O:23])[NH:7][C:8]1[CH:13]=[CH:12][C:11]([C:14]2[CH:19]=[C:18]([F:20])[CH:17]=[CH:16][C:15]=2[F:21])=[CH:10][C:9]=1[NH:22][C:27](=[O:26])[CH2:28][C:29]([C:31]1[CH:38]=[CH:37][CH:36]=[C:33]([C:34]#[N:35])[CH:32]=1)=[O:30])([CH3:4])([CH3:2])[CH3:3]. Procedure details: Prepared from (3-amino-2′,5′-difluoro-biphenyl-4-yl)-carbamic acid tert.-butyl ester (Example G45) (160 mg, 0.5 mmol) and 3-(2,2-dimethyl-6-oxo-6H-[1,3]dioxin-4-yl)-benzonitrile (Example J4) (115 mg, 0.5 mmol) according to the general procedure K. Obtained as an amorphous white substance (110 mg). The reactants are FC(C)(F)C1=CC=C(O1)CN1N=C(C=C1)N (1-[5-(1,1-difluoro-ethyl)-furan-2-ylmethyl]-1H-pyrazol-3-ylamine), ClC1=C(C=CC=C1Cl)/C=C/C(=O)O ((E)-3-(2,3-dichloro-phenyl)-acrylic acid), 05b. Yields the product ClC1=C(C=CC=C1Cl)/C=C/C(=O)NC1=NN(C=C1)CC=1OC(=CC1)C(C)(F)F ((E)-3-(2,3-Dichloro-phenyl)-N-{1-[5-(1,1-difluoro-ethyl)-furan-2-ylmethyl]-1H-pyrazol-3-yl}-acrylamide). RXN SMILES: [F:1][C:2]([C:5]1[O:9][C:8]([CH2:10][N:11]2[CH:15]=[CH:14][C:13]([NH2:16])=[N:12]2)=[CH:7][CH:6]=1)([F:4])[CH3:3].[Cl:17][C:18]1[C:23]([Cl:24])=[CH:22][CH:21]=[CH:20][C:19]=1/[CH:25]=[CH:26]/[C:27](O)=[O:28]>>[Cl:17][C:18]1[C:23]([Cl:24])=[CH:22][CH:21]=[CH:20][C:19]=1/[CH:25]=[CH:26]/[C:27]([NH:16][C:13]1[CH:14]=[CH:15][N:11]([CH2:10][C:8]2[O:9][C:5]([C:2]([F:1])([F:4])[CH3:3])=[CH:6][CH:7]=2)[N:12]=1)=[O:28]. Procedure details: Following general procedure B, starting from 1-[5-(1,1-difluoro-ethyl)-furan-2-ylmethyl]-1H-pyrazol-3-ylamine and (E)-3-(2,3-dichloro-phenyl)-acrylic acid. LC-MS-conditions 05b: tR=1.17 min; [M+H]+=425.94. The reactants are C1CCOC1, [Li+], COC(=O)c1ccc(-c2c(N)nc3ccc(C(=O)c4ccccc4)cn23)cc1, [OH-], O. The product is Nc1nc2ccc(C(=O)c3ccccc3)cn2c1-c1ccc(C(=O)O)cc1. Reaction SMILES: [CH2:32]1[O:33][CH2:34][CH2:35][CH2:36]1.[Li+:30].[NH2:1][c:2]1[n:3][c:4]2[n:5]([cH:6][c:7]([C:10]([c:11]3[cH:12][cH:13][cH:14][cH:15][cH:16]3)=[O:17])[cH:8][cH:9]2)[c:18]1-[c:19]1[cH:20][cH:21][c:22]([C:25](=[O:26])[O:27][CH3:28])[cH:23][cH:24]1.[OH-:31].[OH2:29]>>[NH2:1][c:2]1[n:3][c:4]2[n:5]([cH:6][c:7]([C:10]([c:11]3[cH:12][cH:13][cH:14][cH:15][cH:16]3)=[O:17])[cH:8][cH:9]2)[c:18]1-[c:19]1[cH:20][cH:21][c:22]([C:25](=[O:26])[OH:27])[cH:23][cH:24]1. Reported procedure: A solution of crude N-[1-[Benzothiazol-4-ylmethyl-(2,2-diethoxy-ethyl)-carbamoyl]-2-(4-tert-butoxy-phenyl)ethyl]-3-(3-benzyl-ureido)-butyramide (3.55 g, 4.95 mmol) in formic acid (100 mL) was stirred at room temperature for 13 h. The solvent was removed under reduced pressure and then diluted with EtOAc, washed with water and brine. The organic layer was dried with Na2SO4 and concentrated in vacuo. The residue was purified by chromatography and recrystallized on ethyl acetate and hexane to give ... Solvent: C(=O)O (formic acid). The reactants are S1C=NC2=C1C=CC=C2CN(C(=O)C(CC2=CC=C(C=C2)OC(C)(C)C)NC(CC(C)NC(=O)NCC2=CC=CC=C2)=O)CC(OCC)OCC (N-[1-[Benzothiazol-4-ylmethyl-(2,2-diethoxy-ethyl)-carbamoyl]-2-(4-tert-butoxy-phenyl)ethyl]-3-(3-benzyl-ureido)-butyramide). RXN SMILES: [S:1]1[C:5]2[CH:6]=[CH:7][CH:8]=[C:9]([CH2:10][N:11]([CH2:44][CH:45](OCC)OCC)[C:12]([CH:14]([NH:27][C:28](=[O:43])[CH2:29][CH:30]([NH:32][C:33]([NH:35][CH2:36][C:37]3[CH:42]=[CH:41][CH:40]=[CH:39][CH:38]=3)=[O:34])[CH3:31])[CH2:15][C:16]3[CH:21]=[CH:20][C:19]([O:22]C(C)(C)C)=[CH:18][CH:17]=3)=[O:13])[C:4]=2[N:3]=[CH:2]1>C(O)=O>[CH2:36]([NH:35][C:33]([N:32]1[CH:30]([CH3:31])[CH2:29][C:28](=[O:43])[N:27]2[CH:14]([CH2:15][C:16]3[CH:17]=[CH:18][C:19]([OH:22])=[CH:20][CH:21]=3)[C:12](=[O:13])[N:11]([CH2:10][C:9]3[C:4]4[N:3]=[CH:2][S:1][C:5]=4[CH:6]=[CH:7][CH:8]=3)[CH2:44][CH:45]12)=[O:34])[C:37]1[CH:42]=[CH:41][CH:40]=[CH:39][CH:38]=1. Isolated yield 37.2%. Yields the product C(C1=CC=CC=C1)NC(=O)N1C2N(C(CC1C)=O)C(C(N(C2)CC2=CC=CC1=C2N=CS1)=O)CC1=CC=C(C=C1)O (8-Benzothiazol-4-ylmethyl-6-(4-hydroxy-benzyl)-2-methyl-4,7-dioxo-hexahydro-pyrazino[1,2-a]pyrimidine-1-carboxylic acid benzylamide). The reactants are CN(S(=O)(=O)C1=CC=C(C(=O)O)C=C1)C1=CC=C(C=C1)C(F)(F)F (4-(N-methyl-N-(4-(trifluoromethyl)phenyl)sulfamoyl)benzoic acid), N1=C(C=CC=C1)C=1N=C(SC1)N (4-(pyridin-2-yl)thiazol-2-amine). Product: CN(S(=O)(=O)C1=CC=C(C(=O)NC=2SC=C(N2)C2=NC=CC=C2)C=C1)C1=CC=C(C=C1)C(F)(F)F (4-(N-methyl-N-(4-(trifluoromethyl)phenyl)sulfamoyl)-N-(4-(pyridin-2-yl)thiazol-2-yl)benzamide). As a reaction SMILES: [CH3:1][N:2]([C:15]1[CH:20]=[CH:19][C:18]([C:21]([F:24])([F:23])[F:22])=[CH:17][CH:16]=1)[S:3]([C:6]1[CH:14]=[CH:13][C:9]([C:10](O)=[O:11])=[CH:8][CH:7]=1)(=[O:5])=[O:4].[N:25]1[CH:30]=[CH:29][CH:28]=[CH:27][C:26]=1[C:31]1[N:32]=[C:33]([NH2:36])[S:34][CH:35]=1>>[CH3:1][N:2]([C:15]1[CH:20]=[CH:19][C:18]([C:21]([F:23])([F:22])[F:24])=[CH:17][CH:16]=1)[S:3]([C:6]1[CH:14]=[CH:13][C:9]([C:10]([NH:36][C:33]2[S:34][CH:35]=[C:31]([C:26]3[CH:27]=[CH:28][CH:29]=[CH:30][N:25]=3)[N:32]=2)=[O:11])=[CH:8][CH:7]=1)(=[O:4])=[O:5]. Procedure: 4-(N-methyl-N-(4-(trifluoromethyl)phenyl)sulfamoyl)benzoic acid (6) (100 mg, 0.28 mmol) was treated with 4-(pyridin-2-yl)thiazol-2-amine (41 mg, 0.23 mmol) using method C. The residue was purified using flash chromatography eluting with EtOAc. The resulting solid was triturated with diethyl ether to give 4-(N-methyl-N-(4-(trifluoromethyl)phenyl)sulfamoyl)-N-(4-(pyridin-2-yl)thiazol-2-yl)benzamide as a yellow solid. Yield: 42 mg (35%). 1H-NMR: 8.60 (d, J=4.0 Hz, 1H), 8.28 (d, J=8.5 Hz, 2H), 8.02 ...